This data is from the Open Reaction Database (ORD), a public repository of structured organic reaction records. The task is: describe an organic reaction: reactants, conditions, products, and yield Reactants: O=C1NNC2N1C1=C(C(=NC2)C2=C(C=CC=C2)Cl)N=C(C=C1)Cl (1-keto-6-(o-chlorophenyl)-8-chloro-1,3-dihydro-4H-s-triazolo-(4,3-a)-pyrido-(2,3-f)-(1,4)-diazepine), ClCC#N (chloroacetonitrile), CN(C=O)C (dimethyl formamide), [H-].[Na+] (sodium hydride). Solvent: C(Cl)(Cl)Cl (chloroform), O (water). Conditions: time 5 minute. Product: O=C1N(N=C2N1C1=C(C(=NC2)C2=C(C=CC=C2)Cl)N=C(C=C1)Cl)CC#N (1-keto-2-cyanomethyl-6-(o-chlorophenyl)-8-chloro-1,2-dihydro-4H-s-triazolo-(4,3-a)-pyrido-(2,3-f)-(1,4)-diazepine). Reaction SMILES: [O:1]=[C:2]1[N:6]2[C:7]3[CH:22]=[CH:21][C:20]([Cl:23])=[N:19][C:8]=3[C:9]([C:12]3[CH:17]=[CH:16][CH:15]=[CH:14][C:13]=3[Cl:18])=[N:10][CH2:11][CH:5]2[NH:4][NH:3]1.CN(C)C=O.[H-].[Na+].Cl[CH2:32][C:33]#[N:34]>C(Cl)(Cl)Cl.O>[O:1]=[C:2]1[N:6]2[C:7]3[CH:22]=[CH:21][C:20]([Cl:23])=[N:19][C:8]=3[C:9]([C:12]3[CH:17]=[CH:16][CH:15]=[CH:14][C:13]=3[Cl:18])=[N:10][CH2:11][C:5]2=[N:4][N:3]1[CH2:32][C:33]#[N:34] |f:2.3|. Procedure details: 20 grams of 1-keto-6-(o-chlorophenyl)-8-chloro-1,3-dihydro-4H-s-triazolo-(4,3-a)-pyrido-(2,3-f)-(1,4)-diazepine were dissolved in 100 ml. of dimethyl formamide, 1.8 grams of sodium hydride (about 80%) added with cooling, further stirred for 5 minutes, then 5 grams of chloroacetonitrile added (the temperature increased from 30° C. to about 50° C.) and stirring continued for 30 minutes. Then it was poured into about 1 liter of water, shaken with chloroform, the chloroform paste washed with dilute ... Starting materials: C1COCCO1, COC(OC)N(C)C, O=C(CC(=O)C1CCCC1)NC1C2CC3CC(C2)CC1C3. Yields the product CN(C)C=C(C(=O)NC1C2CC3CC(C2)CC1C3)C(=O)C1CCCC1. RXN SMILES: [CH2:30]1[O:31][CH2:32][CH2:33][O:34][CH2:35]1.[CH3:1][O:2][CH:3]([N:4]([CH3:5])[CH3:6])[O:7][CH3:8].[CH:9]12[CH:10]([NH:19][C:20]([CH2:21][C:22](=[O:23])[CH:24]3[CH2:25][CH2:26][CH2:27][CH2:28]3)=[O:29])[CH:11]3[CH2:12][CH:13]([CH2:14][CH:15]([CH2:16]1)[CH2:17]3)[CH2:18]2>>[CH:3]([N:4]([CH3:5])[CH3:6])=[C:21]([C:20]([NH:19][CH:10]1[CH:9]2[CH2:16][CH:15]3[CH2:14][CH:13]([CH2:12][CH:11]1[CH2:17]3)[CH2:18]2)=[O:29])[C:22](=[O:23])[CH:24]1[CH2:25][CH2:26][CH2:27][CH2:28]1. The reactants are CCOC(=O)C1(N)Cc2ccccc2C1, CN(C)c1ccncc1, CCN(C(C)C)C(C)C, CC(C)O, ClCCl, O=C(Cl)c1cc(Cl)cnc1Cl, ClCCl. Product: CCOC(=O)C1(NC(=O)c2cc(Cl)cnc2Cl)Cc2ccccc2C1. Reaction SMILES: [CH2:1]([CH3:2])[O:3][C:4](=[O:5])[C:6]1([NH2:15])[CH2:7][c:8]2[cH:9][cH:10][cH:11][cH:12][c:13]2[CH2:14]1.[CH3:39][N:40]([c:41]1[cH:42][cH:43][n:44][cH:45][cH:46]1)[CH3:47].[CH:19]([N:20]([CH2:21][CH3:22])[CH:23]([CH3:24])[CH3:25])([CH3:26])[CH3:27].[CH:48]([OH:49])([CH3:50])[CH3:51].[Cl:16][CH2:17][Cl:18].[Cl:28][c:29]1[n:30][cH:31][c:32]([Cl:38])[cH:33][c:34]1[C:35](=[O:36])[Cl:37].[Cl:52][CH2:53][Cl:54]>>[CH2:1]([CH3:2])[O:3][C:4](=[O:5])[C:6]1([NH:15][C:35]([c:34]2[c:29]([Cl:28])[n:30][cH:31][c:32]([Cl:38])[cH:33]2)=[O:36])[CH2:7][c:8]2[cH:9][cH:10][cH:11][cH:12][c:13]2[CH2:14]1. Starting materials: Cl (hydrogen chloride), C(C1=CC=CC=C1)(=O)OC1=C(C(=CC(=C1)OC(C1=CC=CC=C1)=O)OC(C1=CC=CC=C1)=O)C(C)=O (2',4',6'-tribenzoyloxyacetophenone), OC1=CC=C(C=O)C=C1 (4-hydroxybenzaldehyde), Cl (Hydrogen chloride). The solvent is C(C)(=O)OCC (ethyl acetate). Conditions: time 4 day. Yields the product OC1=CC=C(C=C1)C=CC(=O)C1=C(C=C(C=C1OC(C1=CC=CC=C1)=O)OC(C1=CC=CC=C1)=O)OC(C1=CC=CC=C1)=O (4-hydroxy-2',4',6'-tribenzoyloxy-chalcone). As a reaction SMILES: [C:1]([O:9][C:10]1[CH:15]=[C:14]([O:16][C:17](=[O:24])[C:18]2[CH:23]=[CH:22][CH:21]=[CH:20][CH:19]=2)[CH:13]=[C:12]([O:25][C:26](=[O:33])[C:27]2[CH:32]=[CH:31][CH:30]=[CH:29][CH:28]=2)[C:11]=1[C:34](=[O:36])[CH3:35])(=[O:8])[C:2]1[CH:7]=[CH:6][CH:5]=[CH:4][CH:3]=1.[OH:37][C:38]1[CH:45]=[CH:44][C:41]([CH:42]=O)=[CH:40][CH:39]=1.Cl>C(OCC)(=O)C>[OH:37][C:38]1[CH:45]=[CH:44][C:41]([CH:42]=[CH:35][C:34]([C:11]2[C:12]([O:25][C:26](=[O:33])[C:27]3[CH:28]=[CH:29][CH:30]=[CH:31][CH:32]=3)=[CH:13][C:14]([O:16][C:17](=[O:24])[C:18]3[CH:23]=[CH:22][CH:21]=[CH:20][CH:19]=3)=[CH:15][C:10]=2[O:9][C:1](=[O:8])[C:2]2[CH:7]=[CH:6][CH:5]=[CH:4][CH:3]=2)=[O:36])=[CH:40][CH:39]=1. Reported procedure: 2',4',6'-tribenzoyloxyacetophenone (83.5 g) and 4-hydroxybenzaldehyde are dissolved in 850 ml of ethyl acetate. Hydrogen chloride is led in at a temperature of 0° for 6 h. The reaction mixture is then kept at about 5° for 4 days and then freed from most of the hydrogen chloride with nitrogen passed through the solution. The ethyl acetate is evaporated and the residue mixed with 300 ml benzene and evaporated to remove the remaining hydrogen chloride. The residue is mixed with abs. ethanol (460 ml... The reactants are ClC=1N=C2N(C3=C(NC4=C2C=CC=C4)N=CC=C3)C1C1=CC=C(C=C1)C1(CCC1)NC(OC(C)(C)C)=O (tert-butyl {1-[4-(2-chloro-9H-imidazo[1,2-d]pyrido[2,3-b][1,4]benzodiazepin-3-yl)phenyl]cyclobutyl}carbamate), CC1=C(C=C(C=C1)B1OC(C)(C)C(C)(C)O1)[N+](=O)[O-] (4-methyl-3-nitrophenylboronic acid pinacol ester), C(=O)([O-])[O-].[Na+].[Na+] (Na2CO3). Reagents/catalysts: CC(C)(C)P(C1=CC=C(C=C1)N(C)C)C(C)(C)C.CC(C)(C)P(C1=CC=C(C=C1)N(C)C)C(C)(C)C.Cl[Pd]Cl (bis(di-tert-butyl(4-dimethylaminophenyl)phosphine)dichloropalladium(II)). Solvent: CN(C)C=O (DMF), CCOC(=O)C (EtOAc). Run at temperature 160 celsius. Yields the product CC1=C(C=C(C=C1)C=1N=C2N(C3=C(NC4=C2C=CC=C4)N=CC=C3)C1C1=CC=C(C=C1)C1(CCC1)NC(OC(C)(C)C)=O)[N+](=O)[O-] (tert-butyl (1-{4-[2-(4-methyl-3-nitrophenyl)-9H-imidazo[1,2-d]pyrido[2,3-b][1,4]benzodiazepin-3-yl]phenyl}cyclobutyl)carbamate). The yield is 95.7%. RXN SMILES: Cl[C:2]1[N:3]=[C:4]2[C:10]3[CH:11]=[CH:12][CH:13]=[CH:14][C:9]=3[NH:8][C:7]3[N:15]=[CH:16][CH:17]=[CH:18][C:6]=3[N:5]2[C:19]=1[C:20]1[CH:25]=[CH:24][C:23]([C:26]2([NH:30][C:31](=[O:37])[O:32][C:33]([CH3:36])([CH3:35])[CH3:34])[CH2:29][CH2:28][CH2:27]2)=[CH:22][CH:21]=1.[CH3:38][C:39]1[CH:44]=[CH:43][C:42](B2OC(C)(C)C(C)(C)O2)=[CH:41][C:40]=1[N+:54]([O-:56])=[O:55].C([O-])([O-])=O.[Na+].[Na+]>CN(C=O)C.CCOC(C)=O.CC(P(C(C)(C)C)C1C=CC(N(C)C)=CC=1)(C)C.CC(P(C(C)(C)C)C1C=CC(N(C)C)=CC=1)(C)C.Cl[Pd]Cl>[CH3:38][C:39]1[CH:44]=[CH:43][C:42]([C:2]2[N:3]=[C:4]3[C:10]4[CH:11]=[CH:12][CH:13]=[CH:14][C:9]=4[NH:8][C:7]4[N:15]=[CH:16][CH:17]=[CH:18][C:6]=4[N:5]3[C:19]=2[C:20]2[CH:25]=[CH:24][C:23]([C:26]3([NH:30][C:31](=[O:37])[O:32][C:33]([CH3:36])([CH3:35])[CH3:34])[CH2:27][CH2:28][CH2:29]3)=[CH:22][CH:21]=2)=[CH:41][C:40]=1[N+:54]([O-:56])=[O:55] |f:2.3.4,7.8.9|. Procedure details: A mixture of tert-butyl {1-[4-(2-chloro-9H-imidazo[1,2-d]pyrido[2,3-b][1,4]benzodiazepin-3-yl)phenyl]cyclobutyl}carbamate (50.0 mg, 0.0835 mmol), 4-methyl-3-nitrophenylboronic acid pinacol ester (33.6 mg, 0.125 mmol), bis(di-tert-butyl(4-dimethylaminophenyl)phosphine)dichloropalladium(II) (5.91 mg, 0.00835 mmol) and 2M Na2CO3 aq. (0.0835 mL, 0.170 mmol) in DMF (1.00 mL) was heated at 160° C. under microwave irradiation for 1 hour. After cooling to room temperature, the mixture was diluted with E... Starting materials: C(=C)C1=NSC=C1 (3-vinylisothiazole), C(CCC)[Li] (n-butyllithium), C(CCC)[Sn](Cl)(CCCC)CCCC (tributylchlorostannane), C([O-])(O)=O.[Na+] (sodium bicarbonate). Run in C1CCOC1 (THF), C1CCOC1 (THF). Reaction conditions: temperature -78 celsius, time 60 minute. Yields the product C(CCC)[Sn](C1=CC(=NS1)C=C)(CCCC)CCCC (5-(Tributylstannyl)-3-vinylisothiazole). Isolated yield 43.8%. Reaction SMILES: [CH:1]([C:3]1[CH:7]=[CH:6][S:5][N:4]=1)=[CH2:2].C([Li])CCC.[CH2:13]([Sn:17]([CH2:23][CH2:24][CH2:25][CH3:26])([CH2:19][CH2:20][CH2:21][CH3:22])Cl)[CH2:14][CH2:15][CH3:16].C(=O)(O)[O-].[Na+]>C1COCC1>[CH2:23]([Sn:17]([CH2:13][CH2:14][CH2:15][CH3:16])([CH2:19][CH2:20][CH2:21][CH3:22])[C:6]1[S:5][N:4]=[C:3]([CH:1]=[CH2:2])[CH:7]=1)[CH2:24][CH2:25][CH3:26] |f:3.4|. Procedure details: To a cold (−78° C.) solution of 3-vinylisothiazole (300 mg, 2.70 mmol) in anhydrous THF (6.0 mL) was added n-butyllithium (1.855 mL, 2.97 mmol) dropwise. After stirring the reaction mixture for 60 minutes at −78° C., a solution of tributylchlorostannane (0.873 mL, 3.24 mmol) in anhydrous THF (1.5 mL) was added. The reaction mixture was stirred for 30 minutes at −78° C. and then allowed to warm to room temperature over a 1 hour period. Saturated aqueous sodium bicarbonate was added and the aqueou... The reactants are Brc1cccc2c3c([nH]c12)C1CCCN(C3)C1, Cc1ccc(C=CB2OC(C)(C)C(C)(C)O2)cn1. The product is Cc1ccc(C=Cc2cccc3c4c([nH]c23)C2CCCN(C4)C2)cn1. RXN SMILES: [Br:1][c:2]1[cH:3][cH:4][cH:5][c:6]2[c:7]3[c:8]([nH:9][c:10]12)[CH:11]1[CH2:12][CH2:13][CH2:14][N:15]([CH2:16]3)[CH2:17]1.[CH3:18][c:19]1[n:20][cH:21][c:22]([CH:25]=[CH:26][B:27]2[O:28][C:29]([CH3:30])([CH3:31])[C:32]([CH3:33])([CH3:34])[O:35]2)[cH:23][cH:24]1>>[c:2]1([CH:26]=[CH:25][c:22]2[cH:21][n:20][c:19]([CH3:18])[cH:24][cH:23]2)[cH:3][cH:4][cH:5][c:6]2[c:7]3[c:8]([nH:9][c:10]12)[CH:11]1[CH2:12][CH2:13][CH2:14][N:15]([CH2:16]3)[CH2:17]1.